From a dataset of the Open Reaction Database (ORD), a public repository of structured organic reaction records. describe an organic reaction: reactants, conditions, products, and yield The reactants are C, CN(C)CCN(C)c1ccc(C(=O)Nc2cc(-c3ccccc3)ccc2C(=O)OC(C)(C)C)c(OCc2ccccc2)c1, CO, ClC(Cl)Cl, [Pd]. The product is CN(C)CCN(C)c1ccc(C(=O)Nc2cc(-c3ccccc3)ccc2C(=O)OC(C)(C)C)c(O)c1. RXN SMILES: [C:46].[CH2:3]([c:4]1[cH:5][cH:6][cH:7][cH:8][cH:9]1)[O:10][c:11]1[c:12]([C:13](=[O:14])[NH:15][c:16]2[c:17]([C:18](=[O:19])[O:20][C:21]([CH3:22])([CH3:23])[CH3:24])[cH:25][cH:26][c:27](-[c:29]3[cH:30][cH:31][cH:32][cH:33][cH:34]3)[cH:28]2)[cH:35][cH:36][c:37]([N:39]([CH3:40])[CH2:41][CH2:42][N:43]([CH3:44])[CH3:45])[cH:38]1.[CH3:1][OH:2].[CH:48]([Cl:49])([Cl:50])[Cl:51].[Pd:47]>>[OH:10][c:11]1[c:12]([C:13](=[O:14])[NH:15][c:16]2[c:17]([C:18](=[O:19])[O:20][C:21]([CH3:22])([CH3:23])[CH3:24])[cH:25][cH:26][c:27](-[c:29]3[cH:30][cH:31][cH:32][cH:33][cH:34]3)[cH:28]2)[cH:35][cH:36][c:37]([N:39]([CH3:40])[CH2:41][CH2:42][N:43]([CH3:44])[CH3:45])[cH:38]1. Starting materials: O (H2O), [BH4-].[Na+] (sodium borohydride), C(C1=CC=CC=C1)OC1CCC(CC1)(C(=O)OCC)C#N (ethyl 4-(benzyloxy)-1-cyanocyclohexanecarboxylate). The solvent is C1CCOC1.O (THF H2O), C1CCOC1 (THF). Conditions: time 18 hour. Product: C(C1=CC=CC=C1)OC1CCC(CC1)(C#N)CO (4-(benzyloxy)-1-(hydroxymethyl)cyclohexanecarbonitrile). Isolated yield 116.9%. As a reaction SMILES: [BH4-].[Na+].[CH2:3]([O:10][CH:11]1[CH2:16][CH2:15][C:14]([C:22]#[N:23])([C:17](OCC)=[O:18])[CH2:13][CH2:12]1)[C:4]1[CH:9]=[CH:8][CH:7]=[CH:6][CH:5]=1.O>C1COCC1.O.C1COCC1>[CH2:3]([O:10][CH:11]1[CH2:16][CH2:15][C:14]([CH2:17][OH:18])([C:22]#[N:23])[CH2:13][CH2:12]1)[C:4]1[CH:9]=[CH:8][CH:7]=[CH:6][CH:5]=1 |f:0.1,4.5|. Reported procedure: To a solution of sodium borohydride (186 mg, 4.92 mmol, 2.5 equiv) in THF/H2O (5/0.5 mL) was added a solution of ethyl 4-(benzyloxy)-1-cyanocyclohexanecarboxylate (565 mg, 1.97 mmol, 1.0 equiv) in THF (dry, 3 mL) dropwise. The reaction mixture was stirred at room temperature for 18 hrs. It was concentrated to give the white solid. H2O (20 mL) was added. The aqueous phase was extracted with EtOAc (4×30 mL). The combined organic solution was washed with brine (30 mL), dried over anhydrous Na2SO4 a...